This data is from the Open Reaction Database (ORD), a public repository of structured organic reaction records. The task is: describe an organic reaction: reactants, conditions, products, and yield Reactants: CC1(C)CCC(C)(C)c2cc(C(=O)Oc3ccc(C(=O)OCc4ccccc4)cc3)ccc21, CCOC(C)=O. Yields the product CC1(C)CCC(C)(C)c2cc(C(=O)Oc3ccc(C(=O)O)cc3)ccc21. RXN SMILES: [CH3:1][C:2]1([CH3:33])[c:3]2[cH:4][cH:5][c:6]([C:14](=[O:15])[O:16][c:17]3[cH:18][cH:19][c:20]([C:21](=[O:22])[O:23][CH2:24][c:25]4[cH:26][cH:27][cH:28][cH:29][cH:30]4)[cH:31][cH:32]3)[cH:7][c:8]2[C:9]([CH3:12])([CH3:13])[CH2:10][CH2:11]1.[CH3:34][CH2:35][O:36][C:37](=[O:38])[CH3:39]>>[CH3:1][C:2]1([CH3:33])[c:3]2[cH:4][cH:5][c:6]([C:14](=[O:15])[O:16][c:17]3[cH:18][cH:19][c:20]([C:21](=[O:22])[OH:23])[cH:31][cH:32]3)[cH:7][c:8]2[C:9]([CH3:12])([CH3:13])[CH2:10][CH2:11]1. The reactants are crude product, C(C)(=O)O.OC=1C=CC(=C(C(=O)NCC2NCCCC2)C1)OCC(F)(F)F (5-hydroxy-N-(2-piperidylmethyl)-2-(2,2,2-trifluoroethoxy)benzamide acetate), [H][H] (hydrogen), C([O-])(O)=O.[Na+] (sodium bicarbonate). Reagents/catalysts: [Pt]=O (platinum oxide). The solvent is C(C)(=O)O (acetic acid), O (water). Yields the product OC=1C=CC(=C(C(=O)NCC2NCCCC2)C1)OCC(F)(F)F (5-hydroxy-2-(2,2,2-trifluoroethoxy)-N-(2-piperidylmethyl)benzamide). RXN SMILES: [H][H].C(O)(=O)C.[OH:7][C:8]1[CH:9]=[CH:10][C:11]([O:24][CH2:25][C:26]([F:29])([F:28])[F:27])=[C:12]([CH:23]=1)[C:13]([NH:15][CH2:16][CH:17]1[CH2:22][CH2:21][CH2:20][CH2:19][NH:18]1)=[O:14].C(=O)(O)[O-].[Na+]>C(O)(=O)C.O.[Pt]=O>[OH:7][C:8]1[CH:9]=[CH:10][C:11]([O:24][CH2:25][C:26]([F:29])([F:27])[F:28])=[C:12]([CH:23]=1)[C:13]([NH:15][CH2:16][CH:17]1[CH2:22][CH2:21][CH2:20][CH2:19][NH:18]1)=[O:14] |f:1.2,3.4|. Procedure: The crude product from Example 6 is mixed with 0.3 g of platinum oxide in 250 ml of glacial acetic acid. The mixture is reduced with hydrogen gas in a Parr apparatus. The catalyst is removed by filtration and the filtrate is evaporated to provide a solid residue. This product, 5-hydroxy-N-(2-piperidylmethyl)-2-(2,2,2-trifluoroethoxy)benzamide acetate, is dissolved in water and the aqueous solution is basified with sodium bicarbonate solution. The water solution is then extracted with a large vol...